Dataset: the Open Reaction Database (ORD), a public repository of structured organic reaction records. Task: describe an organic reaction: reactants, conditions, products, and yield The product is FC1=CC2=C(N=C(O2)NC[C@H]2N(CCC[C@H]2C)C(=O)C2=C(C=CC(=C2)C)C2=NC=CC=C2)C=C1 (((2S,3R)-2-(((6-Fluorobenzo[d]oxazol-2-yl)amino)methyl)-3-methylpiperidin-1-yl)(5-methyl-2-(pyridin-2-yl)phenyl)methanone). Procedure: The title compound was synthesized following the same general protocol as described for (2S,3R)-allyl 2-(((5-chlorobenzo[d]oxazol-2-yl)amino)methyl)-3-methylpiperidine-1-carboxylate in Example A27, using ((2S,3R)-2-(aminomethyl)-3-methylpiperidin-1-yl)(5-methyl-2-(pyridin-2-yl)phenyl)methanone and 2-chloro-6-fluorobenzo[d]oxazole. ESI-MS (m/z): 459 [M+1]+. Reactants: ClC=1C=CC2=C(N=C(O2)NC[C@H]2N(CCC[C@H]2C)C(=O)OCC=C)C1 ((2S,3R)-allyl 2-(((5-chlorobenzo[d]oxazol-2-yl)amino)methyl)-3-methylpiperidine-1-carboxylate), NC[C@H]1N(CCC[C@H]1C)C(=O)C1=C(C=CC(=C1)C)C1=NC=CC=C1 (((2S,3R)-2-(aminomethyl)-3-methylpiperidin-1-yl)(5-methyl-2-(pyridin-2-yl)phenyl)methanone), ClC=1OC2=C(N1)C=CC(=C2)F (2-chloro-6-fluorobenzo[d]oxazole). As a reaction SMILES: ClC1C=CC2OC(NC[C@@H]3[C@H](C)CCCN3C(OCC=C)=O)=NC=2C=1.[NH2:26][CH2:27][C@@H:28]1[C@H:33]([CH3:34])[CH2:32][CH2:31][CH2:30][N:29]1[C:35]([C:37]1[CH:42]=[C:41]([CH3:43])[CH:40]=[CH:39][C:38]=1[C:44]1[CH:49]=[CH:48][CH:47]=[CH:46][N:45]=1)=[O:36].Cl[C:51]1[O:52][C:53]2[CH:59]=[C:58]([F:60])[CH:57]=[CH:56][C:54]=2[N:55]=1>>[F:60][C:58]1[CH:57]=[CH:56][C:54]2[N:55]=[C:51]([NH:26][CH2:27][C@@H:28]3[C@H:33]([CH3:34])[CH2:32][CH2:31][CH2:30][N:29]3[C:35]([C:37]3[CH:42]=[C:41]([CH3:43])[CH:40]=[CH:39][C:38]=3[C:44]3[CH:49]=[CH:48][CH:47]=[CH:46][N:45]=3)=[O:36])[O:52][C:53]=2[CH:59]=1. Reactants: C1(CC1)NC1=NC=C(C=C1)I (cyclopropyl-(5-iodo-pyridin-2-yl)-amine), ClC1=NC=C(C=C1)C#C (2-chloro-5-ethynyl-pyridine), ClC1=NC=C(C=C1)I (2-chloro-5-iodo-pyridine), C1(CC1)N (cyclopropyl amine), C1(CC1)CNC1=NC=C(C=C1)I (cyclopropylmethyl-(5-iodo-pyridin-2-yl)-amine). Yields the product C1(CC1)NC1=NC=C(C=C1)C#C (Cyclopropyl-(5-ethynyl-pyridin-2-yl)-amine), C1(CC1)NC1=NC=C(C=C1)I (Cyclopropyl-(5-iodo-pyridin-2-yl)-amine). RXN SMILES: [CH:1]1([NH:4][C:5]2[CH:10]=[CH:9][C:8](I)=[CH:7][N:6]=2)[CH2:3][CH2:2]1.Cl[C:13]1[CH:18]=CC(C#C)=CN=1.ClC1C=CC(I)=CN=1.C1(N)CC1.[CH:33]1([CH2:36][NH:37][C:38]2[CH:43]=[CH:42][C:41]([I:44])=[CH:40][N:39]=2)[CH2:35]C1>>[CH:1]1([NH:4][C:5]2[CH:10]=[CH:9][C:8]([C:13]#[CH:18])=[CH:7][N:6]=2)[CH2:3][CH2:2]1.[CH:36]1([NH:37][C:38]2[CH:43]=[CH:42][C:41]([I:44])=[CH:40][N:39]=2)[CH2:33][CH2:35]1. Procedure details: Cyclopropyl-(5-ethynyl-pyridin-2-yl)-amine was prepared from cyclopropyl-(5-iodo-pyridin-2-yl)-amine in the same manner as 2-chloro-5-ethynyl-pyridine (Example 1). Cyclopropyl-(5-iodo-pyridin-2-yl)-amine was prepared from 2-chloro-5-iodo-pyridine and cyclopropyl amine in the same manner as cyclopropylmethyl-(5-iodo-pyridin-2-yl)-amine (Example 2).